From a dataset of the Open Reaction Database (ORD), a public repository of structured organic reaction records. describe an organic reaction: reactants, conditions, products, and yield Reactants: N1=C(C=C2CSCCN21)CO ((6,7-dihydro-4H-pyrazolo[5,1-c][1,4]thiazin-2-yl)methanol). Reagents/catalysts: O=[Mn]=O (MnO2). Solvent: C(Cl)(Cl)Cl (CHCl3). Yields the product N1=C(C=C2CSCCN21)C=O (6,7-Dihydro-4H-pyrazolo[5,1-c][1,4]thiazine-2-carbaldehyde), crystals. Yield: 78.0%. Reaction SMILES: [N:1]1[N:9]2[C:4]([CH2:5][S:6][CH2:7][CH2:8]2)=[CH:3][C:2]=1[CH2:10][OH:11]>O=[Mn]=O.C(Cl)(Cl)Cl>[N:1]1[N:9]2[C:4]([CH2:5][S:6][CH2:7][CH2:8]2)=[CH:3][C:2]=1[CH:10]=[O:11]. Procedure: MnO2 (activated) (11.46 g) was added to the CHCl3 (135 mL) solution of (6,7-dihydro-4H-pyrazolo[5,1-c][1,4]thiazin-2-yl)methanol (2.31 g) and refluxed for 1 h under a nitrogen atmosphere. The reaction mixture was filtered through a pad of Celite. The filtrate was concentrated under a reduced pressure. The residue was applied to silica gel column chromatography, then the column was eluted with n-hexane—AcOEt (1/1). The titled compound was obtained as pale yellow crystals (1.78 g, 78%). Starting materials: CS(=O)(=O)Cl, C#CC(O)(CF)CF, [H-], [Na+], C1CCOC1. Product: C#CC(CF)(CF)OS(C)(=O)=O. As a reaction SMILES: [CH3:11][S:12]([Cl:13])(=[O:14])=[O:15].[F:1][CH2:2][C:3]([C:4]#[CH:5])([OH:6])[CH2:7][F:8].[H-:9].[Na+:10].[O:16]1[CH2:17][CH2:18][CH2:19][CH2:20]1>>[F:1][CH2:2][C:3]([C:4]#[CH:5])([O:6][S:12]([CH3:11])(=[O:14])=[O:15])[CH2:7][F:8]. Starting materials: BrCC1CCCCO1, Cc1nc(-n2ccc(O)cc2=O)sc1C(=O)NCc1ccccc1. Yields the product Cc1nc(-n2ccc(OCC3CCCCO3)cc2=O)sc1C(=O)NCc1ccccc1. As a reaction SMILES: [Br:1][CH2:2][CH:3]1[O:4][CH2:5][CH2:6][CH2:7][CH2:8]1.[CH2:9]([c:10]1[cH:11][cH:12][cH:13][cH:14][cH:15]1)[NH:16][C:17](=[O:18])[c:19]1[c:20]([CH3:32])[n:21][c:22](-[n:24]2[c:25](=[O:31])[cH:26][c:27]([OH:30])[cH:28][cH:29]2)[s:23]1>>[CH2:2]([CH:3]1[O:4][CH2:5][CH2:6][CH2:7][CH2:8]1)[O:30][c:27]1[cH:26][c:25](=[O:31])[n:24](-[c:22]2[n:21][c:20]([CH3:32])[c:19]([C:17]([NH:16][CH2:9][c:10]3[cH:11][cH:12][cH:13][cH:14][cH:15]3)=[O:18])[s:23]2)[cH:29][cH:28]1. Reactants: Cl.ClC(C)C=1C=C2CCC(NC2=CC1)=O (6-(1-chloroethyl)-3,4-dihydro-2 (1H)-quinolinone hydrochloride), C(C)#N (acetonitrile), CS(=O)C (dimethyl sulfoxide), N1C=NC=C1 (1H-imidazole). The solvent is O (water). Run at time 8 hour. The product is N1(C=NC=C1)C(C)C=1C=C2CCC(NC2=CC1)=O (3,4-dihydro-6-[1-(1H-imidazol-1-yl)ethyl]-2(1H)-quinolinone). Isolated yield 53.5%. Reaction SMILES: Cl.Cl[CH:3]([C:5]1[CH:6]=[C:7]2[C:12](=[CH:13][CH:14]=1)[NH:11][C:10](=[O:15])[CH2:9][CH2:8]2)[CH3:4].C(#N)C.CS(C)=O.[NH:23]1[CH:27]=[CH:26][N:25]=[CH:24]1>O>[N:23]1([CH:3]([C:5]2[CH:6]=[C:7]3[C:12](=[CH:13][CH:14]=2)[NH:11][C:10](=[O:15])[CH2:9][CH2:8]3)[CH3:4])[CH:27]=[CH:26][N:25]=[CH:24]1 |f:0.1|. Reported procedure: A mixture of 2.3 parts of 6-(1-chloroethyl)-3,4-dihydro-2 (1H)-quinolinone hydrochloride, 24 parts of acetonitrile, 7.7 parts of dimethyl sulfoxide and 3.8 parts of 1H-imidazole was stirred overnight at 60°-70° C. The reaction mixture was poured into water, extracted and further purified according similar procedures as described in example 12, yielding 1.2 parts (53.5%) of 3,4-dihydro-6-[1-(1H-imidazol-1-yl)ethyl]-2(1H)-quinolinone; mp. 184.8° C. (compound 21). Starting materials: ClCCl, COc1ccc2c(c1)C(O)(C1CCN(C)CC1)CCC2, Cc1ccc(S(=O)(=O)O)cc1. The product is COc1ccc2c(c1)C(C1CCN(C)CC1)=CCC2. RXN SMILES: [Cl:32][CH2:33][Cl:34].[OH:1][C:2]1([CH:14]2[CH2:15][CH2:16][N:17]([CH3:20])[CH2:18][CH2:19]2)[CH2:3][CH2:4][CH2:5][c:6]2[cH:7][cH:8][c:9]([O:12][CH3:13])[cH:10][c:11]21.[c:21]1([CH3:22])[cH:23][cH:24][c:25]([S:26]([OH:27])(=[O:28])=[O:29])[cH:30][cH:31]1>>[C:2]1([CH:14]2[CH2:15][CH2:16][N:17]([CH3:20])[CH2:18][CH2:19]2)=[CH:3][CH2:4][CH2:5][c:6]2[cH:7][cH:8][c:9]([O:12][CH3:13])[cH:10][c:11]21. Reactants: COC(=O)C=CCC(=O)OC, COc1ccc([N+](=O)[O-])c(S)c1. Yields the product COC(=O)CC(CC(=O)OC)Sc1cc(OC)ccc1[N+](=O)[O-]. Reaction SMILES: [CH3:13][O:14][C:15]([CH:16]=[CH:17][CH2:18][C:19](=[O:20])[O:21][CH3:22])=[O:23].[N+:1](=[O:2])([O-:3])[c:4]1[c:5]([SH:12])[cH:6][c:7]([O:10][CH3:11])[cH:8][cH:9]1>>[N+:1](=[O:2])([O-:3])[c:4]1[c:5]([S:12][CH:17]([CH2:16][C:15]([O:14][CH3:13])=[O:23])[CH2:18][C:19](=[O:20])[O:21][CH3:22])[cH:6][c:7]([O:10][CH3:11])[cH:8][cH:9]1. Starting materials: OC1=CC(=CC=2NC(=NC21)C2=NC=CC=C2)OC=2C=NC(=CC2)S(=O)(=O)CC (4-hydroxy-6-(6-ethanesulfonyl-pyridin-3-yloxy)-2-pyridin-2-yl-1H-benzimidazole), FC1=C(C#N)C=CC=C1F (2,3-difluorobenzonitrile). The product is C(#N)C1=C(OC2=CC(=CC=3NC(=NC32)C3=NC=CC=C3)OC=3C=NC(=CC3)S(=O)(=O)CC)C(=CC=C1)F (4-(2-cyano-6-fluoro-phenoxy)-6-(6-ethanesulfonyl-pyridin-3-yloxy)-2-pyridin-2-yl-1H-benzimidazole). As a reaction SMILES: [OH:1][C:2]1[C:10]2[N:9]=[C:8]([C:11]3[CH:16]=[CH:15][CH:14]=[CH:13][N:12]=3)[NH:7][C:6]=2[CH:5]=[C:4]([O:17][C:18]2[CH:19]=[N:20][C:21]([S:24]([CH2:27][CH3:28])(=[O:26])=[O:25])=[CH:22][CH:23]=2)[CH:3]=1.F[C:30]1[C:37]([F:38])=[CH:36][CH:35]=[CH:34][C:31]=1[C:32]#[N:33]>>[C:32]([C:31]1[CH:34]=[CH:35][CH:36]=[C:37]([F:38])[C:30]=1[O:1][C:2]1[C:10]2[N:9]=[C:8]([C:11]3[CH:16]=[CH:15][CH:14]=[CH:13][N:12]=3)[NH:7][C:6]=2[CH:5]=[C:4]([O:17][C:18]2[CH:19]=[N:20][C:21]([S:24]([CH2:27][CH3:28])(=[O:25])=[O:26])=[CH:22][CH:23]=2)[CH:3]=1)#[N:33]. Reported procedure: The entitled compound was obtained in the same method as in Example 251 (step 2) or in accordance with the method or by combining it with an ordinary method but using 4-hydroxy-6-(6-ethanesulfonyl-pyridin-3-yloxy)-2-pyridin-2-yl-1H-benzimidazole and 2,3-difluorobenzonitrile. Reported procedure: A solution of 19.68 g of 2,6-difluorophenylisothiocyanate and 34.1 g of N-{2-[N-(benzyloxy)amino]ethyl}phthalimide in 150 ml of benzene is heated to boiling under reflux for 6 hours. The cooled solution is separated from a slight precipitate and then evaporated in vacuo. The residual oil crystallizes from isopropyl ether. There is obtained 1-(benzyloxy)-3-(2,6-difluorophenyl)-1-(2-phthalimidoethyl)-2-thiourea of melting point 141°-143° (ether/methylene chloride). Reaction SMILES: [F:1][C:2]1[CH:7]=[CH:6][CH:5]=[C:4]([F:8])[C:3]=1[N:9]=[C:10]=[S:11].[CH2:12]([O:19][NH:20][CH2:21][CH2:22][N:23]1[C:27](=[O:28])[C:26]2=[CH:29][CH:30]=[CH:31][CH:32]=[C:25]2[C:24]1=[O:33])[C:13]1[CH:18]=[CH:17][CH:16]=[CH:15][CH:14]=1>C1C=CC=CC=1>[CH2:12]([O:19][N:20]([CH2:21][CH2:22][N:23]1[C:27](=[O:28])[C:26]2=[CH:29][CH:30]=[CH:31][CH:32]=[C:25]2[C:24]1=[O:33])[C:10]([NH:9][C:3]1[C:2]([F:1])=[CH:7][CH:6]=[CH:5][C:4]=1[F:8])=[S:11])[C:13]1[CH:18]=[CH:17][CH:16]=[CH:15][CH:14]=1. Starting materials: FC1=C(C(=CC=C1)F)N=C=S (2,6-difluorophenylisothiocyanate), C(C1=CC=CC=C1)ONCCN1C(C=2C(C1=O)=CC=CC2)=O (N-{2-[N-(benzyloxy)amino]ethyl}phthalimide). Yields the product C(C1=CC=CC=C1)ON(C(=S)NC1=C(C=CC=C1F)F)CCN1C(C=2C(C1=O)=CC=CC2)=O (1-(benzyloxy)-3-(2,6-difluorophenyl)-1-(2-phthalimidoethyl)-2-thiourea). The solvent is C1=CC=CC=C1 (benzene). Starting materials: N1=CC(=CC=C1)B(O)O (Pyridine 3-boronic acid), solution, C([O-])([O-])=O.[K+].[K+] (potassium carbonate), C(C1=CC=CC=C1)OC1=C2N(C(=NC1=O)CC1=C(C=C(C=C1)Cl)Br)CCN(C2=O)C(C)C (9-benzyloxy-6-(2-bromo-4-chlorobenzyl)-2-isopropyl-3,4-dihydro-2H-pyrazino[1,2-c]pyrimidine-1,8-dione), Pd(triphenyl phosphine)4, C1(CCCCC1)P(C1=C(C=CC=C1)C1=C(C=CC=C1OC)OC)C1CCCCC1 (2-dicyclohexylphosphino-2′,6′-dimethoxybiphenyl). Solvent: O1CCOCC1 (dioxane). Conditions: temperature 80 celsius. The product is C(C1=CC=CC=C1)OC1=C2N(C(=NC1=O)CC1=C(C=C(C=C1)Cl)C=1C=NC=CC1)CCN(C2=O)C(C)C (9-benzyloxy-6-(4-chloro-2-pyridin-3-yl-benzyl)-2-isopropyl-3,4-dihydro-2H-pyrazino[1,2-c]pyrimidine-1,8-dione). Yield: 50.0%. Reaction SMILES: [CH2:1]([O:8][C:9]1[C:14](=[O:15])[N:13]=[C:12]([CH2:16][C:17]2[CH:22]=[CH:21][C:20]([Cl:23])=[CH:19][C:18]=2Br)[N:11]2[CH2:25][CH2:26][N:27]([CH:30]([CH3:32])[CH3:31])[C:28](=[O:29])[C:10]=12)[C:2]1[CH:7]=[CH:6][CH:5]=[CH:4][CH:3]=1.[N:33]1[CH:38]=[CH:37][CH:36]=[C:35](B(O)O)[CH:34]=1.C(=O)([O-])[O-].[K+].[K+].C1(P(C2CCCCC2)C2C=CC=CC=2C2C(OC)=CC=CC=2OC)CCCCC1>O1CCOCC1>[CH2:1]([O:8][C:9]1[C:14](=[O:15])[N:13]=[C:12]([CH2:16][C:17]2[CH:22]=[CH:21][C:20]([Cl:23])=[CH:19][C:18]=2[C:35]2[CH:34]=[N:33][CH:38]=[CH:37][CH:36]=2)[N:11]2[CH2:25][CH2:26][N:27]([CH:30]([CH3:32])[CH3:31])[C:28](=[O:29])[C:10]=12)[C:2]1[CH:7]=[CH:6][CH:5]=[CH:4][CH:3]=1 |f:2.3.4|. Reported procedure: In a sealed tube was placed a stirred solution of 9-benzyloxy-6-(2-bromo-4-chlorobenzyl)-2-isopropyl-3,4-dihydro-2H-pyrazino[1,2-c]pyrimidine-1,8-dione (380) (100 mg, 0.194 mmol) in dioxane (3 mL). Pyridine 3-boronic acid (23.822 mg, 0.194 mmol), and a 1N solution of potassium carbonate [(80.349 mg, 0.581 mmol) dissolved in 1.25 mL water] were added at room temperature, and the reaction mixture was purged with argon for 30 min. Then, Pd(triphenyl phosphine)4 (22.395 mg, 0.019 mmol) and 2-dicyclo...